This data is from the Open Reaction Database (ORD), a public repository of structured organic reaction records. The task is: describe an organic reaction: reactants, conditions, products, and yield Reactants: ClC1=CC(=CC=C1)C(=O)OO (m-Chloroperbenzoic acid), IC=1C=NC=CC1OCCC1=CSC=C1 (3-iodo-4-(2-(thiophen-3-yl)ethoxy)pyridine), C([O-])([O-])=O.[Na+].[Na+] (sodium carbonate). Run in C(Cl)Cl (methylene chloride). Run at time 18 hour. The product is IC=1C=[N+](C=CC1OCCC1=CSC=C1)[O-] (3-iodo-4-(2-(thiophen-3-yl)ethoxy)pyridine 1-oxide). Isolated yield 96.3%. RXN SMILES: ClC1C=CC=C(C(OO)=[O:9])C=1.[I:12][C:13]1[CH:14]=[N:15][CH:16]=[CH:17][C:18]=1[O:19][CH2:20][CH2:21][C:22]1[CH:26]=[CH:25][S:24][CH:23]=1.C(=O)([O-])[O-].[Na+].[Na+]>C(Cl)Cl>[I:12][C:13]1[CH:14]=[N+:15]([O-:9])[CH:16]=[CH:17][C:18]=1[O:19][CH2:20][CH2:21][C:22]1[CH:26]=[CH:25][S:24][CH:23]=1 |f:2.3.4|. Reported procedure: m-Chloroperbenzoic acid (1.55 g, 6.29 mmol) was added portionwise to a solution of 1.0 g (3.02 mmol) of 3-iodo-4-(2-(thiophen-3-yl)ethoxy)pyridine in 150 ml of methylene chloride. The mixture was stirred for 18 hours then mixed with 100 ml of 1 M aqueous sodium carbonate. The organic layer was separated and the aqueous one was extracted 2 times with 10 ml of methylene chloride. Combined organic extracts were washed with brine and dried over sodium sulfate. The solution was concentrated in vacuum...